Dataset: the Open Reaction Database (ORD), a public repository of structured organic reaction records. Task: describe an organic reaction: reactants, conditions, products, and yield Starting materials: NC(=O)c1ccc(Oc2ccc3c(c2)CCCNC3)nc1, BrCCc1ccccc1, [K+], [K+], O=C([O-])[O-], CN(C)C=O. The product is NC(=O)c1ccc(Oc2ccc3c(c2)CCCN(CCc2ccccc2)C3)nc1. As a reaction SMILES: [CH2:1]1[NH:2][CH2:3][CH2:4][CH2:5][c:6]2[c:7]1[cH:8][cH:9][c:10]([O:12][c:13]1[n:14][cH:15][c:16]([C:17](=[O:18])[NH2:19])[cH:20][cH:21]1)[cH:11]2.[CH2:28]([CH2:29][c:30]1[cH:31][cH:32][cH:33][cH:34][cH:35]1)[Br:36].[K+:22].[K+:23].[O-:24][C:25]([O-:26])=[O:27].[O:37]=[CH:38][N:39]([CH3:40])[CH3:41]>>[CH2:1]1[N:2]([CH2:28][CH2:29][c:30]2[cH:31][cH:32][cH:33][cH:34][cH:35]2)[CH2:3][CH2:4][CH2:5][c:6]2[c:7]1[cH:8][cH:9][c:10]([O:12][c:13]1[n:14][cH:15][c:16]([C:17](=[O:18])[NH2:19])[cH:20][cH:21]1)[cH:11]2. Starting materials: NC=1C=CC(=NC1)Br (5-amino-2-bromopyridine), C([O-])([O-])=O.[Cs+].[Cs+] (cesium carbonate), ClC1=CC=C(C=C1)N1C(=NC=2N(C=NC2C1=O)C=1C=C(C=CC1)NS(=O)(=O)C)C1=CC=C(C=C1)B1OC(C(O1)(C)C)(C)C (N-(3-{1-(4-chloro-phenyl)-6-oxo-2-[4-(4,4,5,5-tetramethyl-[1,3,2]dioxaborolan-2-yl)-phenyl]-1,6-dihydro-purin-9-yl}-phenyl)-methane sulfonamide). Reagents/catalysts: C1=CC=C(C=C1)P([C-]2C=CC=C2)C3=CC=CC=C3.C1=CC=C(C=C1)P([C-]2C=CC=C2)C3=CC=CC=C3.Cl[Pd]Cl.[Fe+2] (Pd(dppf)2Cl2). The solvent is CN(C=O)C (N,N-dimethylformamide). Conditions: temperature 100 celsius. Product: NC=1C=CC(=NC1)C1=CC=C(C=C1)C=1N(C(C=2N=CN(C2N1)C=1C=C(C=CC1)NS(=O)(=O)C)=O)C1=CC=C(C=C1)Cl (N-{3-[2-[4-(5-amino-pyridin-2-yl)-phenyl]-1-(4-chloro-phenyl)-6-oxo-1,6-dihydro-purin-9-yl]-phenyl}-methane sulfonamide). As a reaction SMILES: [Cl:1][C:2]1[CH:7]=[CH:6][C:5]([N:8]2[C:16](=[O:17])[C:15]3[N:14]=[CH:13][N:12]([C:18]4[CH:19]=[C:20]([NH:24][S:25]([CH3:28])(=[O:27])=[O:26])[CH:21]=[CH:22][CH:23]=4)[C:11]=3[N:10]=[C:9]2[C:29]2[CH:34]=[CH:33][C:32](B3OC(C)(C)C(C)(C)O3)=[CH:31][CH:30]=2)=[CH:4][CH:3]=1.[NH2:44][C:45]1[CH:46]=[CH:47][C:48](Br)=[N:49][CH:50]=1.C(=O)([O-])[O-].[Cs+].[Cs+]>CN(C)C=O.C1C=CC(P(C2C=CC=CC=2)[C-]2C=CC=C2)=CC=1.C1C=CC(P(C2C=CC=CC=2)[C-]2C=CC=C2)=CC=1.Cl[Pd]Cl.[Fe+2]>[NH2:44][C:45]1[CH:46]=[CH:47][C:48]([C:32]2[CH:31]=[CH:30][C:29]([C:9]3[N:8]([C:5]4[CH:4]=[CH:3][C:2]([Cl:1])=[CH:7][CH:6]=4)[C:16](=[O:17])[C:15]4[N:14]=[CH:13][N:12]([C:18]5[CH:19]=[C:20]([NH:24][S:25]([CH3:28])(=[O:26])=[O:27])[CH:21]=[CH:22][CH:23]=5)[C:11]=4[N:10]=3)=[CH:34][CH:33]=2)=[N:49][CH:50]=1 |f:2.3.4,6.7.8.9|. Procedure: A solution of N-(3-{1-(4-chloro-phenyl)-6-oxo-2-[4-(4,4,5,5-tetramethyl-[1,3,2]dioxaborolan-2-yl)-phenyl]-1,6-dihydro-purin-9-yl}-phenyl)-methane sulfonamide (10, 0.35 g, 0.57 mmol) in N,N-dimethylformamide (15 mL) is degassed with argon for 0.5 h. Then 5-amino-2-bromopyridine (0.147 g, 0.850 mmol), cesium carbonate (0.360 g, 1.13 mmol), Pd(dppf)2Cl2 (0.020 g, 0.028 mmol) is added and the resulted mixture is degassed with argon for 0.5 h. The reaction mixture is then heated at 100° C. for 12 h. ... The yield is 97.3%. The reactants are C(C)(=O)[O-].COC1=CC=C(C[C@@H]2[NH2+]CCC3CCCC=C23)C=C1 ((S)-1-(4-methoxybenzyl)-octahydroisoquinolinium acetate), [OH-].[Na+] (sodium hydroxide). As a reaction SMILES: C([O-])(=O)C.[CH3:5][O:6][C:7]1[CH:23]=[CH:22][C:10]([CH2:11][C@H:12]2[C:21]3[CH:16]([CH2:17][CH2:18][CH2:19][CH:20]=3)[CH2:15][CH2:14][NH2+:13]2)=[CH:9][CH:8]=1.[OH-].[Na+]>O>[CH3:5][O:6][C:7]1[CH:8]=[CH:9][C:10]([CH2:11][C@H:12]2[C:21]3[CH:16]([CH2:17][CH2:18][CH2:19][CH:20]=3)[CH2:15][CH2:14][NH:13]2)=[CH:22][CH:23]=1 |f:0.1,2.3|. Procedure details: A solution of 31.7 g of (S)-1-(4-methoxybenzyl)-octahydroisoquinolinium acetate in 250 ml of water is brought by addition of concentrated sodium hydroxide solution to pH 12. The free base is extracted twice with 150 ml of diethyl ether each time. Washing of the combined extracts with water, drying over sodium sulfate and removal of the solvent in vacuo leaves 25.0 g (97.3% of theory) of (S)-1-(4-methoxybenzyl)-octahydroisoquinoline. Product: COC1=CC=C(C[C@@H]2NCCC3CCCC=C23)C=C1 ((S)-1-(4-methoxybenzyl)-octahydroisoquinoline). The solvent is O (water). Run in FC(C(=O)O)(F)F (trifluoroacetic acid). Starting materials: C(C1=CC=CC=C1)OC1=CC(=C2C(=NC=NC2=C1)NC1=CC(=C(C=C1)F)Cl)OC[C@@H]1N(CCC1)C(=O)OC(C)(C)C (tert-Butyl (2R)-2-[({7-(benzyloxy)-4-[3-chloro-4-fluoroanilino]quinazolin-5-yl}oxy)methyl]pyrrolidine-1-carboxylate), C(O)([O-])=O.[Na+] (sodium hydrogen carbonate). The yield is 19.9%. Procedure details: tert-Butyl (2R)-2-[({7-(benzyloxy)-4-[3-chloro-4-fluoroanilino]quinazolin-5-yl}oxy)methyl]pyrrolidine-1-carboxylate (1.5 g) was taken up in trifluoroacetic acid (15 ml) and the solution was heated at 70° C. for 18 hours. The solution was cooled to room temperature and then concentrated in vacuo to leave a brown residue. Saturated aqueous sodium hydrogen carbonate was added to the residue and the aqueous mixture was extracted with ethyl acetate. The layers were separated and the organic layer was... The product is ClC=1C=C(NC2=NC=NC3=CC(=CC(=C23)OC[C@@H]2NCCC2)O)C=CC1F (4-[3-chloro-4-fluoro-anilino]-5-[(2R)-pyrrolidin-2-ylmethoxy]quinazolin-7-ol). RXN SMILES: C([O:8][C:9]1[CH:18]=[C:17]2[C:12]([C:13]([NH:19][C:20]3[CH:25]=[CH:24][C:23]([F:26])=[C:22]([Cl:27])[CH:21]=3)=[N:14][CH:15]=[N:16]2)=[C:11]([O:28][CH2:29][C@H:30]2[CH2:34][CH2:33][CH2:32][N:31]2C(OC(C)(C)C)=O)[CH:10]=1)C1C=CC=CC=1.C(=O)([O-])O.[Na+]>FC(F)(F)C(O)=O>[Cl:27][C:22]1[CH:21]=[C:20]([CH:25]=[CH:24][C:23]=1[F:26])[NH:19][C:13]1[C:12]2[C:17](=[CH:18][C:9]([OH:8])=[CH:10][C:11]=2[O:28][CH2:29][C@H:30]2[CH2:34][CH2:33][CH2:32][NH:31]2)[N:16]=[CH:15][N:14]=1 |f:1.2|. Run at temperature 70 celsius.